This data is from the Open Reaction Database (ORD), a public repository of structured organic reaction records. The task is: describe an organic reaction: reactants, conditions, products, and yield The reactants are NC1=NC=CC=C1O (2-amino-3-hydroxy pyridine), ClCCl (dichloromethane), [OH-].[Na+] (sodium hydroxide), FC1=C(CBr)C=CC(=C1)F (2,4-difluorobenzyl bromide). Reagents/catalysts: CCCCCCCC[N+](C)(CCCCCCCC)CCCCCCCC.[Cl-] (Adogen 464). The solvent is O (water). Run at time 5 minute. The product is NC1=NC=CC=C1OCC1=C(C=C(C=C1)F)F (2-Amino- 3-(2,4-difluorobenzyloxy)pyridine). RXN SMILES: [NH2:1][C:2]1[C:7]([OH:8])=[CH:6][CH:5]=[CH:4][N:3]=1.ClCCl.[OH-].[Na+].[F:14][C:15]1[CH:22]=[C:21]([F:23])[CH:20]=[CH:19][C:16]=1[CH2:17]Br>CCCCCCCC[N+](CCCCCCCC)(CCCCCCCC)C.[Cl-].O>[NH2:1][C:2]1[C:7]([O:8][CH2:17][C:16]2[CH:19]=[CH:20][C:21]([F:23])=[CH:22][C:15]=2[F:14])=[CH:6][CH:5]=[CH:4][N:3]=1 |f:2.3,5.6|. Reported procedure: A mixture of 2-amino-3-hydroxy pyridine (2.66 g, 0.024 mol), dichloromethane (20 ml) and 40% aqueous sodium hydroxide solution (20 ml) was stirred for five minutes, then 2,4-difluorobenzyl bromide (5.00g, 0.024 mol) and Adogen 464 (3 ml) were added and stirring continued for 16 hours. The mixture was diluted with water and extracted with dichloromethane. Drying and evaporation of the organic extracts, and trituration with ether gave the desired product. Yield 2.7 g (48%), m.p. 105°-107 ° C. Reactants: CC(C)(C)OC(=O)N(CC(O)COc1ccccc1)C1CCCc2ccc(OCC(=O)O)cc2C1, CCCCNC, CCN=C=NCCCN(C)C, CN(C)c1ccncc1, ClCCl, Cl, Cl. Product: CCCCN(C)C(=O)COc1ccc2c(c1)CC(N(CC(O)COc1ccccc1)C(=O)OC(C)(C)C)CCC2. Reaction SMILES: [C:1]([CH3:2])([CH3:3])([CH3:4])[O:5][C:6](=[O:7])[N:8]([CH2:9][CH:10]([CH2:11][O:12][c:13]1[cH:14][cH:15][cH:16][cH:17][cH:18]1)[OH:19])[CH:20]1[CH2:21][CH2:22][CH2:23][c:24]2[c:25]([cH:27][c:28]([O:31][CH2:32][C:33](=[O:34])[OH:35])[cH:29][cH:30]2)[CH2:26]1.[CH3:36][CH2:37][CH2:38][CH2:39][NH:40][CH3:41].[CH3:43][N:44]([CH3:45])[CH2:46][CH2:47][CH2:48][N:49]=[C:50]=[N:51][CH2:52][CH3:53].[CH3:58][N:59]([CH3:60])[c:61]1[cH:62][cH:63][n:64][cH:65][cH:66]1.[Cl:55][CH2:56][Cl:57].[ClH:42].[ClH:54]>>[C:1]([CH3:2])([CH3:3])([CH3:4])[O:5][C:6](=[O:7])[N:8]([CH2:9][CH:10]([CH2:11][O:12][c:13]1[cH:14][cH:15][cH:16][cH:17][cH:18]1)[OH:19])[CH:20]1[CH2:21][CH2:22][CH2:23][c:24]2[c:25]([cH:27][c:28]([O:31][CH2:32][C:33](=[O:34])[N:40]([CH2:39][CH2:38][CH2:37][CH3:36])[CH3:41])[cH:29][cH:30]2)[CH2:26]1.